Dataset: the Open Reaction Database (ORD), a public repository of structured organic reaction records. Task: describe an organic reaction: reactants, conditions, products, and yield Starting materials: BrCC(C(=O)OCC)=O (ethyl bromopyruvate), NC1=NC2=CC=CC=C2C(=C1)Cl (2-amino-4-chloroquinoline). Run in C(OC)COC (dimethoxyethane). Conditions: time 30 minute. Yields the product ClC1=CC=2N(C3=CC=CC=C13)C=C(N2)C(=O)OCC (ethyl 5-chloroimidazo-[1,2-a]-quinoline-2-carboxylate). Reaction SMILES: Br[CH2:2][C:3](=O)[C:4]([O:6][CH2:7][CH3:8])=[O:5].[NH2:10][C:11]1[CH:20]=[C:19]([Cl:21])[C:18]2[C:13](=[CH:14][CH:15]=[CH:16][CH:17]=2)[N:12]=1>C(COC)OC>[Cl:21][C:19]1[C:18]2[C:13](=[CH:14][CH:15]=[CH:16][CH:17]=2)[N:12]2[CH:2]=[C:3]([C:4]([O:6][CH2:7][CH3:8])=[O:5])[N:10]=[C:11]2[CH:20]=1. Procedure: 4 g of ethyl bromopyruvate were added to a solution of 2 g of 2-amino-4-chloroquinoline [Hardman et al C.S., (1958), p. 614] in 40 ml of dimethoxyethane and the mixture obtained was allowed to stand at room temperature for 30 minutes. The quaternary salt thus precipitated was filtered off, washed with ether and then was dissolved in ethanol. The solution obtained was heated at reflux for 1 hour and then the ethanol was removed under vacuum. The residue was dissolved in chloroform and the solutio...